This data is from the Open Reaction Database (ORD), a public repository of structured organic reaction records. The task is: describe an organic reaction: reactants, conditions, products, and yield The reactants are FC(C1=CC=C(N)C=C1)(F)F (4-trifluoromethylaniline), C(C(C)(C)C)(=O)Cl (pivaloylchloride), saturated solution, C([O-])(O)=O.[Na+] (sodium bicarbonate). Solvent: ClCCl (dichloromethane). Run at time 1.5 hour. Yields the product FC(C1=CC=C(NC(C(C)(C)C)=O)C=C1)(F)F (4-Trifluoromethyl-N-pivaloylaniline). As a reaction SMILES: [F:1][C:2]([F:11])([F:10])[C:3]1[CH:9]=[CH:8][C:6]([NH2:7])=[CH:5][CH:4]=1.[C:12](Cl)(=[O:17])[C:13]([CH3:16])([CH3:15])[CH3:14].C(=O)(O)[O-].[Na+]>ClCCl>[F:1][C:2]([F:10])([F:11])[C:3]1[CH:9]=[CH:8][C:6]([NH:7][C:12](=[O:17])[C:13]([CH3:16])([CH3:15])[CH3:14])=[CH:5][CH:4]=1 |f:2.3|. Procedure details: To a solution of 6.87 g (0.043 mol) of 4-trifluoromethylaniline in 110 ml of dichloromethane was added 5.25 ml (0.043 mol) of pivaloylchloride. After stirring for 1.5 hours, 190 ml of a saturated solution of aqueous sodium bicarbonate was added. The reaction proceeded an additional 2 hours and the organic layer was separated and dried over anhydrous magnesium sulfate. The solution was filtered and the solvent removed to give the title compound, yield 9.16 g (88%), m.p. 154°-158° C. Reactants: CN=C=S, CCO, N=C(N)Nc1nc(C2CCCC(N)C2)cs1. The product is CNC(=S)NC1CCCC(c2csc(NC(=N)N)n2)C1. As a reaction SMILES: [CH3:17][N:18]=[C:19]=[S:20].[CH3:21][CH2:22][OH:23].[NH:1]([C:2](=[NH:3])[NH2:4])[c:5]1[s:6][cH:7][c:8]([CH:10]2[CH2:11][CH:12]([NH2:16])[CH2:13][CH2:14][CH2:15]2)[n:9]1>>[NH:1]([C:2](=[NH:3])[NH2:4])[c:5]1[s:6][cH:7][c:8]([CH:10]2[CH2:11][CH:12]([NH:16][C:19]([NH:18][CH3:17])=[S:20])[CH2:13][CH2:14][CH2:15]2)[n:9]1. The reactants are ClC1=C2C(=NC=C1C(=O)NC(=O)NC1=CC(=CC=C1)OC(C)C)N(N=C2C)C ((4-Chloro-1,3-dimethylpyrazolo[5,4-b]pyridin-5-yl )-N-({[3-(1-methylethoxy)phenyl]amino}carbonyl)carboxamide), N1CCC(CC1)C(=O)OCC (ethyl piperidine-4-carboxylate). Run in O1CCCC1 (tetrahydrofuran). Reaction conditions: time 5 hour. Product: CN1N=C(C=2C1=NC=C(C2N2CCC(CC2)C(=O)OCC)C(NC(=O)NC2=CC(=CC=C2)OC(C)C)=O)C (ethyl 1-{1,3-dimethyl-5-[N-({[3-(1-methylethoxy)phenyl]amino}carbonyl)carbamoyl]pyrazolo[5,4-b]pyridin-4-yl}piperidine-4-carboxylate). As a reaction SMILES: Cl[C:2]1[C:7]([C:8]([NH:10][C:11]([NH:13][C:14]2[CH:19]=[CH:18][CH:17]=[C:16]([O:20][CH:21]([CH3:23])[CH3:22])[CH:15]=2)=[O:12])=[O:9])=[CH:6][N:5]=[C:4]2[N:24]([CH3:28])[N:25]=[C:26]([CH3:27])[C:3]=12.[NH:29]1[CH2:34][CH2:33][CH:32]([C:35]([O:37][CH2:38][CH3:39])=[O:36])[CH2:31][CH2:30]1>O1CCCC1>[CH3:28][N:24]1[C:4]2=[N:5][CH:6]=[C:7]([C:8](=[O:9])[NH:10][C:11]([NH:13][C:14]3[CH:19]=[CH:18][CH:17]=[C:16]([O:20][CH:21]([CH3:23])[CH3:22])[CH:15]=3)=[O:12])[C:2]([N:29]3[CH2:34][CH2:33][CH:32]([C:35]([O:37][CH2:38][CH3:39])=[O:36])[CH2:31][CH2:30]3)=[C:3]2[C:26]([CH3:27])=[N:25]1. Reported procedure: (4-Chloro-1,3-dimethylpyrazolo[5,4-b]pyridin-5-yl )-N-({[3-(1-methylethoxy)phenyl]amino}carbonyl)carboxamide (40 mg) was dissolved in tetrahydrofuran (5.0 mL), ethyl piperidine-4-carboxylate (160 mg) was added, and the mixture was stirred at room temperature for 5 hrs. The solvent was evaporated under reduced pressure, the residue was suspended in water (10 mL), the resulting solid was filtered, washed with water, and dried under high vacuum to give ethyl 1-{1,3-dimethyl-5-[N-({[3-(1-methylethox... Starting materials: N1C=NC=C1 (imidazole), Br (HBr), C(C)(=O)O (acetic acid), CC1=C2CC[C@H](CC2=C(C=C1)N1CCN(CC1)C)NC(C1=CC=C(C=C1)N1CCOCC1)=O ((R)-N-[5-methyl-8-(4-methylpiperazin-1-yl)-1,2,3,4-tetrahydro-2-naphtyl]-4-morpholinobenzamide). Run in C(C)O (ethanol), C(C)O (ethanol). Run at temperature 80 celsius, time 8 hour. The product is Br.CC1=C2CC[C@H](CC2=C(C=C1)N1CCN(CC1)C)NC(C1=CC=C(C=C1)N1CCOCC1)=O ((R)-N-[5-methyl-8-(4-methylpiperazin-1-yl)-1,2,3,4-tetrahydro-2-naphtyl]-4-morpholinobenzamide monohydrobromide). Yield: 92.0%. As a reaction SMILES: [CH3:1][C:2]1[CH:11]=[CH:10][C:9]([N:12]2[CH2:17][CH2:16][N:15]([CH3:18])[CH2:14][CH2:13]2)=[C:8]2[C:3]=1[CH2:4][CH2:5][C@@H:6]([NH:19][C:20](=[O:33])[C:21]1[CH:26]=[CH:25][C:24]([N:27]3[CH2:32][CH2:31][O:30][CH2:29][CH2:28]3)=[CH:23][CH:22]=1)[CH2:7]2.N1C=CN=C1.[BrH:39].C(O)(=O)C>C(O)C>[BrH:39].[CH3:1][C:2]1[CH:11]=[CH:10][C:9]([N:12]2[CH2:17][CH2:16][N:15]([CH3:18])[CH2:14][CH2:13]2)=[C:8]2[C:3]=1[CH2:4][CH2:5][C@@H:6]([NH:19][C:20](=[O:33])[C:21]1[CH:26]=[CH:25][C:24]([N:27]3[CH2:32][CH2:31][O:30][CH2:29][CH2:28]3)=[CH:23][CH:22]=1)[CH2:7]2 |f:5.6|. Reported procedure: To a slurry of (R)-N-[5-methyl-8-(4-methylpiperazin-1-yl)-1,2,3,4-tetrahydro-2-naphtyl]-4-morpholinobenzamide in ethanol (493 g, 1.1 mole, 2.5 L) is added a mixture of imidazole (82 g, 1.2 mole) and HBr in acetic acid (33 w/w %, 124 g, 1.5 mole) in ethanol (2.5 L) at 65° C. After the addition of all the material is dissolved, the solution is filtered clear and then heated at 80° C. for 2 h. The reaction mixture is then cooled to 65° C. and seeding crystals of (R)-N-[5-methyl-8-(4-methylpiperazin... Starting materials: C(CCC)C=1NC(=C(N1)Cl)C=O (2-n-butyl-4-chloro-5-formylimidazole), BrC1=CC=C(CBr)C=C1 (p-bromobenzyl bromide), resultant mixture, C([O-])([O-])=O.[K+].[K+] (potassium carbonate). Solvent: CN(C(C)=O)C (N,N-dimethylacetamide). Run at temperature -10 celsius, time 2 hour. The product is C(CCC)C=1N(C(=C(N1)Cl)C=O)CC1=CC=C(C=C1)Br (2-n-butyl-4-chloro-1-(4-bromobenzyl)-5-formylimidazole). The yield is 94.5%. Reaction SMILES: [CH2:1]([C:5]1[NH:6][C:7]([CH:11]=[O:12])=[C:8]([Cl:10])[N:9]=1)[CH2:2][CH2:3][CH3:4].[Br:13][C:14]1[CH:21]=[CH:20][C:17]([CH2:18]Br)=[CH:16][CH:15]=1.C(=O)([O-])[O-].[K+].[K+]>CN(C)C(=O)C>[CH2:1]([C:5]1[N:6]([CH2:18][C:17]2[CH:20]=[CH:21][C:14]([Br:13])=[CH:15][CH:16]=2)[C:7]([CH:11]=[O:12])=[C:8]([Cl:10])[N:9]=1)[CH2:2][CH2:3][CH3:4] |f:2.3.4|. Procedure details: In 200 ml of N,N-dimethylacetamide (DMAC) were dissolved 31.0 g (0.166 mol) of 2-n-butyl-4-chloro-5-formylimidazole and 41.5 g (0.166 mol) of p-bromobenzyl bromide. After this solution was cooled to -10° C., 23.7 g (0.168 mol) of potassium carbonate particles which had a specific surface area of 1.5 m2 /g and in which the content of particles each having a diameter of 74 μm or smaller was 30% by weight were added to the solution over 10 minutes while holding the solution at -10 to -5° C. The res... Product: C(C)(C)(C)C1=C(C=C(C=C1)C(=O)NC(=O)C1=CC=NC=C1)NC(CC(CCCCC)C1=C(C=C(C=C1)OC)OC)=O (N-(2-t-Butyl-5-[(4-pyridyl)carbonylaminocarbonyl]phenyl)-3-(2,4-dimethoxyphenyl)octanamide). RXN SMILES: [C:1]([C:5]1[CH:10]=[CH:9][C:8]([C:11](O)=[O:12])=[CH:7][C:6]=1[NH:14][C:15](=[O:33])[CH2:16][CH:17]([C:23]1[CH:28]=[CH:27][C:26]([O:29][CH3:30])=[CH:25][C:24]=1[O:31][CH3:32])[CH2:18][CH2:19][CH2:20][CH2:21][CH3:22])([CH3:4])([CH3:3])[CH3:2].[C:34]([NH2:42])(=[O:41])[C:35]1[CH:40]=[CH:39][N:38]=[CH:37][CH:36]=1>C(OCC)(=O)C>[C:1]([C:5]1[CH:10]=[CH:9][C:8]([C:11]([NH:42][C:34]([C:35]2[CH:40]=[CH:39][N:38]=[CH:37][CH:36]=2)=[O:41])=[O:12])=[CH:7][C:6]=1[NH:14][C:15](=[O:33])[CH2:16][CH:17]([C:23]1[CH:28]=[CH:27][C:26]([O:29][CH3:30])=[CH:25][C:24]=1[O:31][CH3:32])[CH2:18][CH2:19][CH2:20][CH2:21][CH3:22])([CH3:2])([CH3:3])[CH3:4]. Reported procedure: Following a similar procedure to that described in Example 139, but using N-(2-t-butyl-5-carboxyphenyl)-3-(2,4-dimethoxyphenyl)octanamide (prepared as described in Preparation 7) and isonicotinamide, the title compound was obtained as crystals, melting at 184°-185° C. (from ethyl acetate). Solvent: C(C)(=O)OCC (ethyl acetate). Reactants: C(C)(C)(C)C1=C(C=C(C=C1)C(=O)O)NC(CC(CCCCC)C1=C(C=C(C=C1)OC)OC)=O (N-(2-t-butyl-5-carboxyphenyl)-3-(2,4-dimethoxyphenyl)octanamide), C(C1=CC=NC=C1)(=O)N (isonicotinamide). The reactants are BrCC1=C(C(=O)Br)C(=CC=C1)C (2-bromomethyl-6-methylbenzoyl bromide), [C@H]1(C[C@@H](CCC1)O)O (cis-1,3-cyclohexanediol), CC(C)([O-])C.[K+] (potassium tert-butoxide), BrCC1=C(C(=O)OC)C(=CC=C1)C (methyl 2-bromomethyl-6-methylbenzoate), CC1=C(C(=O)OC)C(=CC=C1)C (methyl 2,6-dimethylbenzoate). The solvent is O (water), CN1CCCC1=O (NMP). Conditions: temperature -5 celsius, time 30 minute. Product: O[C@H]1C[C@H](CCC1)OCC1=C(C(=O)OC)C(=CC=C1)C (Racemic Methyl cis-2-(3-hydroxycyclohexyloxymethyl)-6-methylbenzoate). Isolated yield 60.0%. As a reaction SMILES: [C@H:1]1([OH:8])[CH2:6][CH2:5][CH2:4][C@@H:3]([OH:7])[CH2:2]1.CC(C)([O-])C.[K+].Br[CH2:16][C:17]1[CH:26]=[CH:25][CH:24]=[C:23]([CH3:27])[C:18]=1[C:19]([O:21][CH3:22])=[O:20].BrCC1C=CC=C(C)C=1C(Br)=O.CC1C=CC=C(C)C=1C(OC)=O>CN1C(=O)CCC1.O>[OH:7][C@@H:3]1[CH2:4][CH2:5][CH2:6][C@H:1]([O:8][CH2:16][C:17]2[CH:26]=[CH:25][CH:24]=[C:23]([CH3:27])[C:18]=2[C:19]([O:21][CH3:22])=[O:20])[CH2:2]1 |f:1.2|. Procedure: 500 g (4.3 mol) of cis-1,3-cyclohexanediol were dissolved in 5 l of NMP and admixed with 336 g (3.0 mol) of potassium tert-butoxide (KOtBu). The internal temperature rose to 28° C. The mixture was stirred for 30 min, then cooled to −5° C. and admixed dropwise with 370 g (approx. 94%, approx. 1.4 mol) of methyl 2-bromomethyl-6-methylbenzoate which may be prepared, for example, by methanolyzing 2-bromomethyl-6-methylbenzoyl bromide or by brominating methyl 2,6-dimethylbenzoate. The mixture was sti...